Dataset: the Open Reaction Database (ORD), a public repository of structured organic reaction records. Task: describe an organic reaction: reactants, conditions, products, and yield Reactants: ClC1=C2CCNC2=CC=C1SC (4-Chloro-5-methylthioindoline), N1=CC(=CC=C1)N=C=O (3-pyridylisocyanate), crude product. The product is ClC1=C2CCN(C2=CC=C1SC)C(NC=1C=NC=CC1)=O (4-Chloro-5-methylthio-1-(3-pyridylcarbamoyl)indoline). The yield is 84.0%. Reaction SMILES: [Cl:1][C:2]1[C:10]([S:11][CH3:12])=[CH:9][CH:8]=[C:7]2[C:3]=1[CH2:4][CH2:5][NH:6]2.[N:13]1[CH:18]=[CH:17][CH:16]=[C:15]([N:19]=[C:20]=[O:21])[CH:14]=1>>[Cl:1][C:2]1[C:10]([S:11][CH3:12])=[CH:9][CH:8]=[C:7]2[C:3]=1[CH2:4][CH2:5][N:6]2[C:20](=[O:21])[NH:19][C:15]1[CH:14]=[N:13][CH:18]=[CH:17][CH:16]=1. Procedure: 4-Chloro-5-methylthioindoline (D49) (0.9 g, 4.51 mmol) was treated with 3-pyridylisocyanate as in the procedure described in Example 1. The crude product was filtered-off and recrystallised from ethanol to give the title compound (1.22 g, 84%) as a white crystalline solid m.p. 237°-241° C. The reactants are O=S(=O)(Cc1ccccc1)N(c1ncc(-c2ccccc2)nc1Cc1ccccc1)S(=O)(=O)Cc1ccccc1, CO, Cl, [Na+], [OH-]. Yields the product O=S(=O)(Cc1ccccc1)Nc1ncc(-c2ccccc2)nc1Cc1ccccc1. RXN SMILES: [CH2:1]([c:2]1[cH:3][cH:4][cH:5][cH:6][cH:7]1)[c:8]1[c:9]([N:20]([S:21](=[O:22])(=[O:23])[CH2:24][c:25]2[cH:26][cH:27][cH:28][cH:29][cH:30]2)[S:31]([CH2:32][c:33]2[cH:34][cH:35][cH:36][cH:37][cH:38]2)(=[O:39])=[O:40])[n:10][cH:11][c:12](-[c:14]2[cH:15][cH:16][cH:17][cH:18][cH:19]2)[n:13]1.[CH3:44][OH:45].[ClH:43].[Na+:42].[OH-:41]>>[CH2:1]([c:2]1[cH:3][cH:4][cH:5][cH:6][cH:7]1)[c:8]1[c:9]([NH:20][S:21](=[O:22])(=[O:23])[CH2:24][c:25]2[cH:26][cH:27][cH:28][cH:29][cH:30]2)[n:10][cH:11][c:12](-[c:14]2[cH:15][cH:16][cH:17][cH:18][cH:19]2)[n:13]1. The reactants are carboxylic acid chlorides, NC1=C(C=NC(=C1)C(C)(C)C)C=1NC2=C(N1)C=CC=C2 (2-(4-amino-6-tert-butylpyridin-3-yl)benzimidazole), carboxylic acid chloride, N (ammonia), ice, carboxylic acid chlorides, NC1=C(C=NC=C1)C=1NC2=C(N1)C=CC=C2 (2-(4-aminopyridin-3-yl)benzimidazole). The solvent is O1CCOCC1 (dioxane). Run at temperature 80 celsius, time 3 hour. Product: C1=NC=CC2=C1C1=NC3=CC=CC=C3N1C=N2 (2,5,6a,11-Tetraazabenzo[a]fluorene). Reaction SMILES: [NH2:1][C:2]1[CH:7]=[C:6](C(C)(C)C)[N:5]=[CH:4][C:3]=1[C:12]1[NH:13][C:14]2[CH:20]=[CH:19][CH:18]=[CH:17][C:15]=2[N:16]=1.N[C:22]1C=CN=CC=1C1NC2C=CC=CC=2N=1.N>O1CCOCC1>[CH:4]1[C:3]2[C:12]3[N:16]([CH:22]=[N:1][C:2]=2[CH:7]=[CH:6][N:5]=1)[C:15]1[C:14](=[CH:20][CH:19]=[CH:18][CH:17]=1)[N:13]=3. Procedure: A mixture of 26.6 g (100 mmol) of 2-(4-amino-6-tert-butylpyridin-3-yl)benzimidazole (employed as equimolar mixture with 2-tert-butylbenzimidazole as obtained from synthesis 18)) and 1 mol of the corresponding carboxylic acid chloride is heated for 8 to 40 h under reflux in the case of carboxylic acid chlorides which boil below 150° C. or at 150° C. to 180° C. in the case of carboxylic acid chlorides which boil above 150° C., until the 2-(4-aminopyridin-3-yl)benzimidazole derivative has reacted. ... The reactants are [N+](=O)([O-])C=1C=C(OCC(=O)OCC=C)C=CC1 (Allyl 3-nitrophenoxyacetate), O.O.Cl[Sn]Cl (SnCl2.2H2O), [BH4-].[Na+] (sodium borohydride). Solvent: C(C)(=O)OCC (ethyl acetate), C(C)(C)(C)O (t-butanol). Reaction conditions: time 2 hour. Product: NC=1C=C(OCC(=O)OCC=C)C=CC1 (Allyl 3-aminophenoxyacetate). Isolated yield 59.8%. Reaction SMILES: [N+:1]([C:4]1[CH:5]=[C:6]([CH:15]=[CH:16][CH:17]=1)[O:7][CH2:8][C:9]([O:11][CH2:12][CH:13]=[CH2:14])=[O:10])([O-])=O.O.O.Cl[Sn]Cl.[BH4-].[Na+]>C(OCC)(=O)C.C(O)(C)(C)C>[NH2:1][C:4]1[CH:5]=[C:6]([CH:15]=[CH:16][CH:17]=1)[O:7][CH2:8][C:9]([O:11][CH2:12][CH:13]=[CH2:14])=[O:10] |f:1.2.3,4.5|. Reported procedure: Allyl 3-nitrophenoxyacetate (5 g, 0.021M) was dissolved in a mixture of ethyl acetate (45 ml) and t-butanol (5 ml), and SnCl2.2H2O (23.79 g, 0.105M) added. After stirring and heating at 60° for 1 hour, sodium borohydride (399 mg, 0.0105M) was added in portions, and heating continued for another 2 hours. Solvent was removed, the residue was taken up in water, and the pH adjusted to 7.6 with aqueous NaHCO3. Organics were extracted into ethyl acetate, and the combined organic layers washed with aqu...